describe an organic reaction: reactants, conditions, products, and yield From a dataset of the Open Reaction Database (ORD), a public repository of structured organic reaction records. Starting materials: [Al+3], [Al+3], CCCN(C(=O)CC)C1Cc2ccc(Br)cc2C1, C1CCOC1, [Cl-], [Cl-], [Cl-], [H-], [H-], [H-], [H-], [Li+], [Na+], [OH-]. The product is CCCN(CCC)C1Cc2ccc(Br)cc2C1. RXN SMILES: [Al+3:2].[Al+3:8].[Br:11][c:12]1[cH:13][cH:14][c:15]2[c:19]([cH:20]1)[CH2:18][CH:17]([N:21]([C:22]([CH2:23][CH3:24])=[O:25])[CH2:26][CH2:27][CH3:28])[CH2:16]2.[CH2:31]1[O:32][CH2:33][CH2:34][CH2:35]1.[Cl-:10].[Cl-:7].[Cl-:9].[H-:1].[H-:4].[H-:5].[H-:6].[Li+:3].[Na+:30].[OH-:29]>>[Br:11][c:12]1[cH:13][cH:14][c:15]2[c:19]([cH:20]1)[CH2:18][CH:17]([N:21]([CH2:22][CH2:23][CH3:24])[CH2:26][CH2:27][CH3:28])[CH2:16]2. Procedure: To a freshly prepared solution of sodium-4-methyl benzene thiolate (prepared from 42 g of 4-methyl benzene thiol and 14 g of sodium hydroxide) in toluene (700 mL) was added 7-methoxy-2-methylbenzo[b]furan-4-carboxaldehyde (50.0 g) at reflux. Then HMPA (62.0 g) was added slowly and reaction mixture was stirred at the same temperature for 4-5 hr. reaction mixture was then bring to 50-60° C., water (500 mL) was added and layers were separated. The aqueous layer was acidified (pH 4-5). The solid sep... Reaction SMILES: C[O:2][C:3]1[C:8]2[O:9][C:10]([CH3:12])=[CH:11][C:7]=2[C:6]([CH:13]=[O:14])=[CH:5][CH:4]=1.CN(P(N(C)C)(N(C)C)=O)C.O>C1(C)C=CC=CC=1>[OH:2][C:3]1[C:8]2[O:9][C:10]([CH3:12])=[CH:11][C:7]=2[C:6]([CH:13]=[O:14])=[CH:5][CH:4]=1. The reactants are sodium 4-methyl benzene thiolate, COC1=CC=C(C2=C1OC(=C2)C)C=O (7-methoxy-2-methylbenzo[b]furan-4-carboxaldehyde), O (water), CN(C)P(=O)(N(C)C)N(C)C (HMPA). The product is OC1=CC=C(C2=C1OC(=C2)C)C=O (7-Hydroxy-2-methylbenzo[b]furan-4-carbaldehyde). The yield is 95.0%. Run at time 4.5 hour. Solvent: C1(=CC=CC=C1)C (toluene). The reactants are ClC(=O)OC (methyl chloroformate), ClC=1C(=NC(=C(C1)Cl)Cl)O (3,5,6-trichloro-2-pyridinol), N1=CC=CC=C1 (pyridine). Run in C(Cl)Cl (methylene chloride). Product: C(OC)(OC1=NC(=C(C=C1Cl)Cl)Cl)=O (Methyl 3,5,6-trichloro-2-pyridyl carbonate). As a reaction SMILES: Cl[C:2]([O:4][CH3:5])=[O:3].[Cl:6][C:7]1[C:8]([OH:15])=[N:9][C:10]([Cl:14])=[C:11]([Cl:13])[CH:12]=1.N1C=CC=CC=1>C(Cl)Cl>[C:2](=[O:3])([O:15][C:8]1[C:7]([Cl:6])=[CH:12][C:11]([Cl:13])=[C:10]([Cl:14])[N:9]=1)[O:4][CH3:5]. Procedure: Methyl 3,5,6-trichloro-2-pyridyl carbonate was prepared by reacting methyl chloroformate with 3,5,6-trichloro-2-pyridinol at 0° C.-5° C. in the presence of an equivalent of pyridine as acid acceptor and using methylene chloride as the reaction solvent. The reactants are [N+](=O)([O-])C=1C=C(CN)C=CC1 (3-nitrobenzylamine), ClC=1C2=C(N=C(N1)C1=CC=NC=C1)SC(=C2)[N+](=O)[O-] (4-chloro-2-(pyridin-4-yl)-6-nitro-thieno-[2,3-d]-pyrimidine). The product is N1=CC=C(C=C1)C=1N=C(C2=C(N1)SC(=C2)[N+](=O)[O-])NCC2=CC(=CC=C2)[N+](=O)[O-] (2-(pyridin-4-yl)-4-(3-nitrobenzylamino)-6-nitro-thieno-[2,3-d]-pyrimidine). As a reaction SMILES: [N+:1]([C:4]1[CH:5]=[C:6]([CH:9]=[CH:10][CH:11]=1)[CH2:7][NH2:8])([O-:3])=[O:2].Cl[C:13]1[C:14]2[CH:27]=[C:26]([N+:28]([O-:30])=[O:29])[S:25][C:15]=2[N:16]=[C:17]([C:19]2[CH:24]=[CH:23][N:22]=[CH:21][CH:20]=2)[N:18]=1>>[N:22]1[CH:21]=[CH:20][C:19]([C:17]2[N:18]=[C:13]([NH:8][CH2:7][C:6]3[CH:9]=[CH:10][CH:11]=[C:4]([N+:1]([O-:3])=[O:2])[CH:5]=3)[C:14]3[CH:27]=[C:26]([N+:28]([O-:30])=[O:29])[S:25][C:15]=3[N:16]=2)=[CH:24][CH:23]=1. Procedure details: With the procedure of Example 1, the reaction of 3-nitrobenzylamine with 4-chloro-2-(pyridin-4-yl)-6-nitro-thieno-[2,3-d]-pyrimidine yields 2-(pyridin-4-yl)-4-(3-nitrobenzylamino)-6-nitro-thieno-[2,3-d]-pyrimidine.